From a dataset of the Open Reaction Database (ORD), a public repository of structured organic reaction records. describe an organic reaction: reactants, conditions, products, and yield Reaction conditions: time 1.5 hour. Reactants: CC1=CC=C(CNC2=CC=C(C=C2)S(=O)(=O)N(CC2=CC=C(C=C2)OC)CC2=CC=C(C=C2)OC)C=C1 (4-[(4-methyl-benzyl)-amino]-[N,N-bis(4-methoxy-benzyl)]-benzenesulfonamide), CS(=O)(=O)C=C (methylvinyl sulfone), [H-].[Na+] (sodium hydride). Reported procedure: 4-[(4-methyl-benzyl)-amino]-[N,N-bis(4-methoxy-benzyl)]-benzenesulfonamide (1.03 g, 2.6 mmol) was dissolved in 6 mL of DMF at room temperature, to which methylvinyl sulfone (0.175 mL, 2.0 mmol) and sodium hydride (95%, 60 mg, 2.4 mmol) were added. The reaction was stirred at room temperature for 1.5 h, partitioned between ethyl acetate and water, dried over MgSO4 and purified by column chromatography, eluting with 1:4 acetone/hexane, to provide 935 mg of 4-[(2-methylsulfonyl-ethyl)-(4-methyl-ben... The solvent is CN(C)C=O (DMF). As a reaction SMILES: [CH3:1][C:2]1[CH:37]=[CH:36][C:5]([CH2:6][NH:7][C:8]2[CH:13]=[CH:12][C:11]([S:14]([N:17]([CH2:27][C:28]3[CH:33]=[CH:32][C:31]([O:34][CH3:35])=[CH:30][CH:29]=3)[CH2:18][C:19]3[CH:24]=[CH:23][C:22]([O:25][CH3:26])=[CH:21][CH:20]=3)(=[O:16])=[O:15])=[CH:10][CH:9]=2)=[CH:4][CH:3]=1.[CH3:38][S:39]([CH:42]=[CH2:43])(=[O:41])=[O:40].[H-].[Na+]>CN(C=O)C>[CH3:38][S:39]([CH2:42][CH2:43][N:7]([CH2:6][C:5]1[CH:4]=[CH:3][C:2]([CH3:1])=[CH:37][CH:36]=1)[C:8]1[CH:9]=[CH:10][C:11]([S:14]([N:17]([CH2:18][C:19]2[CH:24]=[CH:23][C:22]([O:25][CH3:26])=[CH:21][CH:20]=2)[CH2:27][C:28]2[CH:29]=[CH:30][C:31]([O:34][CH3:35])=[CH:32][CH:33]=2)(=[O:15])=[O:16])=[CH:12][CH:13]=1)(=[O:41])=[O:40] |f:2.3|. Isolated yield 75.1%. Product: CS(=O)(=O)CCN(C1=CC=C(C=C1)S(=O)(=O)N(CC1=CC=C(C=C1)OC)CC1=CC=C(C=C1)OC)CC1=CC=C(C=C1)C (4-[(2-methylsulfonyl-ethyl)-(4-methyl-benzyl)-amino]-[N,N-bis(4-methoxy-benzyl)]-benzenesulfonamide). The reactants are O1CCCC1 (tetrahydrofuran), ClC=1C=CC2=C(C=C(O2)C(=O)O)C1 (5-chlorobenzofuran-2-carboxylic acid), B.O1CCCC1 (borane tetrahydrofuran), resultant solution. Run in CO (methanol). Reaction conditions: time 1 day. Yields the product ClC=1C=CC2=C(C=C(O2)CO)C1 ((5-Chloro-benzofuran-2-yl)methanol). Yield: 46.6%. RXN SMILES: O1CCCC1.[Cl:6][C:7]1[CH:8]=[CH:9][C:10]2[O:14][C:13]([C:15](O)=[O:16])=[CH:12][C:11]=2[CH:18]=1.B.O1CCCC1>CO>[Cl:6][C:7]1[CH:8]=[CH:9][C:10]2[O:14][C:13]([CH2:15][OH:16])=[CH:12][C:11]=2[CH:18]=1 |f:2.3|. Procedure details: To a tetrahydrofuran solution (12 mL) of 5-chlorobenzofuran-2-carboxylic acid (620 mg, 3.15 mmol), borane-tetrahydrofuran complex (7.88 mL, 7.88 mmol, tetrahydrofuran solution) was added at 0° C. and the resultant solution was stirred at room temperature for 3 hours, at 60° C. for 1 day, and at room temperature for 1 day. After completion of the reaction, concentration under reduced pressure was carried out three times with adding methanol to the reaction solution and the concentrated solution w... The reactants are ice water, ClC=1C=C(C=CC1)C(COCCOC(C)(C)C)O (1-(3-chlorophenyl)-2-(2-tert-butoxyethoxy)ethanol), N1=CC=CC=C1 (pyridine), C(C)(=O)OC(C)=O (acetic anhydride), Cl (hydrochloric acid). The solvent is C(Cl)Cl (methylene chloride), C(Cl)Cl (methylene chloride). Conditions: time 24 hour. Product: C(C)(=O)OC(COCCOC(C)(C)C)C1=CC(=CC=C1)Cl (1-acetoxy-1-(3-chlorophenyl)-2-(2-tert-butoxyethoxy)ethane). The yield is 93.7%. Reaction SMILES: [Cl:1][C:2]1[CH:3]=[C:4]([CH:8]([OH:18])[CH2:9][O:10][CH2:11][CH2:12][O:13][C:14]([CH3:17])([CH3:16])[CH3:15])[CH:5]=[CH:6][CH:7]=1.N1C=CC=CC=1.[C:25](OC(=O)C)(=[O:27])[CH3:26].Cl>C(Cl)Cl>[C:25]([O:18][CH:8]([C:4]1[CH:5]=[CH:6][CH:7]=[C:2]([Cl:1])[CH:3]=1)[CH2:9][O:10][CH2:11][CH2:12][O:13][C:14]([CH3:15])([CH3:17])[CH3:16])(=[O:27])[CH3:26]. Procedure details: 37.0 g of 1-(3-chlorophenyl)-2-(2-tert-butoxyethoxy)ethanol was dissolved in 70 ml of methylene chloride. To the solution were added 12.9 g of pyridine and 16.6 g of acetic anhydride. The resulting mixture was stirred for 24 hours at room temperature. The reaction mixture was added to a mixture of 150 ml of ice water and 100 ml of methylene chloride. The resulting mixture was adjusted to pH 2 with 6N hydrochloric acid. The organic layer-was separated, washed with a saturated aqueous sodium hydro...